describe an organic reaction: reactants, conditions, products, and yield From a dataset of the Open Reaction Database (ORD), a public repository of structured organic reaction records. The reactants are CC(=O)OC(C)=O, COc1ccc(OCCOCc2ccccc2)c(CNc2cc(F)ccc2Oc2ccccc2)c1, CCOC(C)=O, c1ccncc1. The product is COc1ccc(OCCOCc2ccccc2)c(CN(C(C)=O)c2cc(F)ccc2Oc2ccccc2)c1. As a reaction SMILES: [C:42]([CH3:43])(=[O:44])[O:45][C:46](=[O:47])[CH3:48].[CH2:1]([c:2]1[cH:3][cH:4][cH:5][cH:6][cH:7]1)[O:8][CH2:9][CH2:10][O:11][c:12]1[c:13]([CH2:14][NH:15][c:16]2[c:17]([O:23][c:24]3[cH:25][cH:26][cH:27][cH:28][cH:29]3)[cH:18][cH:19][c:20]([F:22])[cH:21]2)[cH:30][c:31]([O:34][CH3:35])[cH:32][cH:33]1.[CH3:49][CH2:50][O:51][C:52](=[O:53])[CH3:54].[cH:36]1[cH:37][cH:38][n:39][cH:40][cH:41]1>>[CH2:1]([c:2]1[cH:3][cH:4][cH:5][cH:6][cH:7]1)[O:8][CH2:9][CH2:10][O:11][c:12]1[c:13]([CH2:14][N:15]([c:16]2[c:17]([O:23][c:24]3[cH:25][cH:26][cH:27][cH:28][cH:29]3)[cH:18][cH:19][c:20]([F:22])[cH:21]2)[C:42]([CH3:43])=[O:44])[cH:30][c:31]([O:34][CH3:35])[cH:32][cH:33]1. The reactants are NCCSCC=1SC=CN1 (2-[(2-aminoethyl)thiomethyl]thiazole), dihydrobromide, [N+](=O)([O-])C=C(SC)SC (1-nitro-2,2-bis methylthioethylene). The product is [N+](=O)([O-])C=C(NCCSCC=1SC=CN1)SC (1-nitro-2-methylthio-2-[(2-thiazolylmethylthio)ethylamino]ethylene). Reaction SMILES: [NH2:1][CH2:2][CH2:3][S:4][CH2:5][C:6]1[S:7][CH:8]=[CH:9][N:10]=1.[N+:11]([CH:14]=[C:15](SC)[S:16][CH3:17])([O-:13])=[O:12]>>[N+:11]([CH:14]=[C:15]([S:16][CH3:17])[NH:1][CH2:2][CH2:3][S:4][CH2:5][C:6]1[S:7][CH:8]=[CH:9][N:10]=1)([O-:13])=[O:12]. Procedure: By the procedure of Example 8(i), 2-[(2-aminoethyl)thiomethyl]thiazole (from the dihydrobromide, 4.0 g) is reacted with 1-nitro-2,2-bis methylthioethylene (2.0 g) to give 1-nitro-2-methylthio-2-[(2-thiazolylmethylthio)ethylamino]ethylene, m.p. 63°-64°. The reactants are COC(=O)C=1C(=NOC1CCCCCC)C1=C(C=CC=C1F)F (4-Methoxycarbonyl-5-hexyl-3-(2,6-difluorophenyl)isoxazole), Cl (HCl). The solvent is CO (methanol). Run at temperature 50 celsius. Product: C(=O)(O)C=1C(=NOC1CCCCCC)C1=C(C=CC=C1F)F (4-carboxy-5-hexyl-3-(2,6-difluorophenyl)isoxazole). Yield: 77.2%. Reaction SMILES: C[O:2][C:3]([C:5]1[C:6]([C:16]2[C:21]([F:22])=[CH:20][CH:19]=[CH:18][C:17]=2[F:23])=[N:7][O:8][C:9]=1[CH2:10][CH2:11][CH2:12][CH2:13][CH2:14][CH3:15])=[O:4].Cl>CO>[C:3]([C:5]1[C:6]([C:16]2[C:21]([F:22])=[CH:20][CH:19]=[CH:18][C:17]=2[F:23])=[N:7][O:8][C:9]=1[CH2:10][CH2:11][CH2:12][CH2:13][CH2:14][CH3:15])([OH:4])=[O:2]. Procedure: 4-Methoxycarbonyl-5-hexyl-3-(2,6-difluorophenyl)isoxazole (0.30 g, 0.88 mmol) was dissolved in methanol (10 ml), 5N NAOH (1 ml) was added, and the mixture was heated at 50° C. for 2 h. Upon cooling to room temperature, HCl was added until pH 1. Extraction with ethyl acetate and subsequent washing of the organic fraction (brine), drying (MgSO4), filtering, and concentrating afforded the desired 4-carboxy-5-hexyl-3-(2,6-difluorophenyl)isoxazole (0.21 g, 72%) that was used without further purificat... The reactants are Cc1ccccc1, COC(=O)c1cccc(N)c1O, c1ccncc1, O=C(Cl)c1ccc(-c2ccccn2)cc1. The product is COC(=O)c1cccc(NC(=O)c2ccc(-c3ccccn3)cc2)c1O. Reaction SMILES: [CH3:34][c:35]1[cH:36][cH:37][cH:38][cH:39][cH:40]1.[NH2:1][c:2]1[c:3]([OH:12])[c:4]([C:5](=[O:6])[O:7][CH3:8])[cH:9][cH:10][cH:11]1.[cH:13]1[cH:14][cH:15][n:16][cH:17][cH:18]1.[n:19]1[c:20](-[c:25]2[cH:26][cH:27][c:28]([C:29](=[O:30])[Cl:31])[cH:32][cH:33]2)[cH:21][cH:22][cH:23][cH:24]1>>[NH:1]([c:2]1[c:3]([OH:12])[c:4]([C:5](=[O:6])[O:7][CH3:8])[cH:9][cH:10][cH:11]1)[C:29]([c:28]1[cH:27][cH:26][c:25](-[c:20]2[n:19][cH:24][cH:23][cH:22][cH:21]2)[cH:33][cH:32]1)=[O:30].